Dataset: the Open Reaction Database (ORD), a public repository of structured organic reaction records. Task: describe an organic reaction: reactants, conditions, products, and yield The reactants are F[B-](F)(F)F, COC(=O)c1cccc2nc(-c3ccc(C#N)cc3)c(Br)n12, O=C([O-])[O-], CC(C)(C)[PH+](C(C)(C)C)C(C)(C)C, CCCC[Sn](C=COCC)(CCCC)CCCC, ClCCl, [Cs+], [Cs+], [Na+], O=C([O-])O, CN(C)C=O. The product is CCOC=Cc1c(-c2ccc(C#N)cc2)nc2cccc(C(=O)OC)n12. As a reaction SMILES: [B-:29]([F:30])([F:31])([F:32])[F:33].[Br:1][c:2]1[c:3](-[c:15]2[cH:16][cH:17][c:18]([C:21]#[N:22])[cH:19][cH:20]2)[n:4][c:5]2[n:6]1[c:7]([C:11](=[O:12])[O:13][CH3:14])[cH:8][cH:9][cH:10]2.[C:23](=[O:24])([O-:25])[O-:26].[C:34]([PH+:35]([C:36]([CH3:37])([CH3:38])[CH3:39])[C:40]([CH3:41])([CH3:42])[CH3:43])([CH3:44])([CH3:45])[CH3:46].[CH2:47]([Sn:48]([CH2:49][CH2:50][CH2:51][CH3:57])([CH:52]=[CH:53][O:54][CH2:55][CH3:56])[CH2:58][CH2:59][CH2:60][CH3:61])[CH2:62][CH2:63][CH3:64].[Cl:75][CH2:76][Cl:77].[Cs+:27].[Cs+:28].[Na+:69].[O-:65][C:66]([OH:67])=[O:68].[O:70]=[CH:71][N:72]([CH3:73])[CH3:74]>>[c:2]1([CH:52]=[CH:53][O:54][CH2:55][CH3:56])[c:3](-[c:15]2[cH:16][cH:17][c:18]([C:21]#[N:22])[cH:19][cH:20]2)[n:4][c:5]2[n:6]1[c:7]([C:11](=[O:12])[O:13][CH3:14])[cH:8][cH:9][cH:10]2. The reactants are O=c1ccccn1C(=S)n1ccccc1=O, Cc1cc(C)c2cnc(N)cc2c1, ClCCl. Yields the product Cc1cc(C)c2cnc(N=C=S)cc2c1. RXN SMILES: [C:1](=[S:2])([n:3]1[cH:4][cH:5][cH:6][cH:7][c:8]1=[O:9])[n:10]1[cH:11][cH:12][cH:13][cH:14][c:15]1=[O:16].[CH3:17][c:18]1[cH:19][c:20]2[cH:21][c:22]([NH2:29])[n:23][cH:24][c:25]2[c:26]([CH3:28])[cH:27]1.[Cl:30][CH2:31][Cl:32]>>[C:1](=[S:2])=[N:29][c:22]1[cH:21][c:20]2[cH:19][c:18]([CH3:17])[cH:27][c:26]([CH3:28])[c:25]2[cH:24][n:23]1. The reactants are CC=1N=NC(=CC1)C (3,6-dimethylpyridazine), [N+](=O)([O-])C1=CC=C(C=O)C=C1 (p-nitrobenzaldehyde). Solvent: C(C)(=O)OC(C)=O (acetic anhydride). Yields the product [N+](=O)([O-])C1=CC=C(C=CC=2N=NC(=CC2)C=CC2=CC=C(C=C2)[N+](=O)[O-])C=C1 (3,6-di(p-nitrostyryl)pyridazine). Isolated yield 44.4%. Reaction SMILES: [CH3:1][C:2]1[N:3]=[N:4][C:5]([CH3:8])=[CH:6][CH:7]=1.[N+:9]([C:12]1[CH:19]=[CH:18][C:15]([CH:16]=O)=[CH:14][CH:13]=1)([O-:11])=[O:10]>C(OC(=O)C)(=O)C>[N+:9]([C:12]1[CH:19]=[CH:18][C:15]([CH:16]=[CH:1][C:2]2[N:3]=[N:4][C:5]([CH:8]=[CH:16][C:15]3[CH:18]=[CH:19][C:12]([N+:9]([O-:11])=[O:10])=[CH:13][CH:14]=3)=[CH:6][CH:7]=2)=[CH:14][CH:13]=1)([O-:11])=[O:10]. Reported procedure: First, 24 g of 3,6-dimethylpyridazine and 60 g of p-nitrobenzaldehyde were dissolved in 1 liter of acetic anhydride, then heated under reflux so as to obtain 33 g of 3,6-di(p-nitrostyryl)pyridazine.